From a dataset of the Open Reaction Database (ORD), a public repository of structured organic reaction records. describe an organic reaction: reactants, conditions, products, and yield Starting materials: C(#N)C1=CC=C(OC=2C=C(C(=O)N3CCNCC3)C=C(C2)OC2=CC=C(C=C2)C#N)C=C1 (4-[3,5-bis-(4-cyano-phenoxy)-benzoyl]-piperazine), C(C)(C)(C)OC(NCCBr)=O ((2-bromo-ethyl)-carbamic acid tert-butyl ester). The product is C(C)(C)(C)OC(NCCN1CCN(CC1)C(C1=CC(=CC(=C1)OC1=CC=C(C=C1)C#N)OC1=CC=C(C=C1)C#N)=O)=O ((2-{4-[3,5-Bis-(4-cyano-phenoxy)-benzoyl]-piperazin-1-yl}-ethyl)-carbamic Acid Tert-butyl Ester). Isolated yield 85.9%. RXN SMILES: [C:1]([C:3]1[CH:32]=[CH:31][C:6]([O:7][C:8]2[CH:9]=[C:10]([CH:19]=[C:20]([O:22][C:23]3[CH:28]=[CH:27][C:26]([C:29]#[N:30])=[CH:25][CH:24]=3)[CH:21]=2)[C:11]([N:13]2[CH2:18][CH2:17][NH:16][CH2:15][CH2:14]2)=[O:12])=[CH:5][CH:4]=1)#[N:2].[C:33]([O:37][C:38](=[O:43])[NH:39][CH2:40][CH2:41]Br)([CH3:36])([CH3:35])[CH3:34]>>[C:33]([O:37][C:38](=[O:43])[NH:39][CH2:40][CH2:41][N:16]1[CH2:17][CH2:18][N:13]([C:11](=[O:12])[C:10]2[CH:9]=[C:8]([O:7][C:6]3[CH:31]=[CH:32][C:3]([C:1]#[N:2])=[CH:4][CH:5]=3)[CH:21]=[C:20]([O:22][C:23]3[CH:28]=[CH:27][C:26]([C:29]#[N:30])=[CH:25][CH:24]=3)[CH:19]=2)[CH2:14][CH2:15]1)([CH3:36])([CH3:35])[CH3:34]. Procedure: Following the procedure of Example 11(e) 4-[3,5-bis-(4-cyano-phenoxy)-benzoyl]-piperazine 0.35 g (0.82 mmol) and (2-bromo-ethyl)-carbamic acid tert-butyl ester (0.183 g, 0.82 mmol) were used to afford 0.4 g of the required product. 1H NMR (DMSO-d6): 1.39 (9H, s), 2.28 (6H, m), 3.04 (2H, m), 3.54 (2H, m), 6.65 (1H, brs), 6.98 (2H, d), 7.05 (1H, t), 7.25 (4H, d), 7.88 (4H, d).